This data is from the Open Reaction Database (ORD), a public repository of structured organic reaction records. The task is: describe an organic reaction: reactants, conditions, products, and yield Starting materials: C([C@H](O)C1=CC=CC=C1)(=O)N[C@H]1[C@@H]2N(C(=C(CS2)C(CP(=O)(OCC)OCC)SC2=NN=NN2)C(=O)O)C1=O (7β-D-mandelamido-3-(1-diethoxyphosphinylmethyltetrazol-5-ylthiomethyl)-3-cephem-4-carboxylic acid), C[O-].[Na+] (sodium methoxide). Solvent: CO (methanol). Product: [Na+].C([C@H](O)C1=CC=CC=C1)(=O)N[C@H]1[C@@H]2N(C(=C(CS2)C(CP(=O)(OCC)OCC)SC2=NN=NN2)C(=O)[O-])C1=O (7β-D-mandelamido-3-(1-diethoxyphosphinylmethyltetrazol-5-ylthiomethyl)-3-cephem-4-carboxylic acid sodium salt). RXN SMILES: [C:1]([NH:11][C@@H:12]1[C:38](=[O:39])[N:14]2[C:15]([C:35]([OH:37])=[O:36])=[C:16]([CH:19]([S:29][C:30]3[NH:34][N:33]=[N:32][N:31]=3)[CH2:20][P:21]([O:26][CH2:27][CH3:28])([O:23][CH2:24][CH3:25])=[O:22])[CH2:17][S:18][C@H:13]12)(=[O:10])[C@@H:2]([C:4]1[CH:9]=[CH:8][CH:7]=[CH:6][CH:5]=1)[OH:3].C[O-].[Na+:42]>CO>[Na+:42].[C:1]([NH:11][C@@H:12]1[C:38](=[O:39])[N:14]2[C:15]([C:35]([O-:37])=[O:36])=[C:16]([CH:19]([S:29][C:30]3[NH:34][N:33]=[N:32][N:31]=3)[CH2:20][P:21]([O:26][CH2:27][CH3:28])([O:23][CH2:24][CH3:25])=[O:22])[CH2:17][S:18][C@H:13]12)(=[O:10])[C@@H:2]([C:4]1[CH:9]=[CH:8][CH:7]=[CH:6][CH:5]=1)[OH:3] |f:1.2,4.5|. Reported procedure: A solution of 7β-D-mandelamido-3-(1-diethoxyphosphinylmethyltetrazol-5-ylthiomethyl)-3-cephem-4-carboxylic acid in methanol was adjusted to pH 6.5 by addition of 5% aqueous sodium methoxide then filtered. Ether was added to the filtrate and the solid material which formed was collected by filtration to give 7β-D-mandelamido-3-(1-diethoxyphosphinylmethyltetrazol-5-ylthiomethyl)-3-cephem-4-carboxylic acid sodium salt. The reactants are C(C)(=O)O[BH-](OC(C)=O)OC(C)=O.[Na+] (sodium triacetoxyborohydride), C1(CCCCC1)NC1=C(C=C2C(C(=CN(C2=C1)C1CCCC1)C=O)=O)F (7-(cyclohexylamino)-1-cyclopentyl-6-fluoro-4-oxo-1,4-dihydroquinoline-3-carbaldehyde), NC1=CC=C(C=C1)O (4-aminophenol), C(O)([O-])=O.[Na+] (sodium hydrogen carbonate). Run in C(C)(=O)O (acetic acid), ClCCCl (1,2-dichloroethane). Conditions: time 24 hour. Product: C1(CCCCC1)NC1=C(C=C2C(C(=CN(C2=C1)C1CCCC1)CNC1=CC=C(C=C1)O)=O)F (7-(cyclohexylamino)-1-cyclopentyl-6-fluoro-3-{[(4-hydroxyphenyl)amino]methyl}quinolin-4(1H)-one). As a reaction SMILES: C(O[BH-](OC(=O)C)OC(=O)C)(=O)C.[Na+].[CH:15]1([NH:21][C:22]2[CH:31]=[C:30]3[C:25]([C:26](=[O:39])[C:27]([CH:37]=O)=[CH:28][N:29]3[CH:32]3[CH2:36][CH2:35][CH2:34][CH2:33]3)=[CH:24][C:23]=2[F:40])[CH2:20][CH2:19][CH2:18][CH2:17][CH2:16]1.[NH2:41][C:42]1[CH:47]=[CH:46][C:45]([OH:48])=[CH:44][CH:43]=1.C(=O)([O-])O.[Na+]>C(O)(=O)C.ClCCCl>[CH:15]1([NH:21][C:22]2[CH:31]=[C:30]3[C:25]([C:26](=[O:39])[C:27]([CH2:37][NH:41][C:42]4[CH:47]=[CH:46][C:45]([OH:48])=[CH:44][CH:43]=4)=[CH:28][N:29]3[CH:32]3[CH2:33][CH2:34][CH2:35][CH2:36]3)=[CH:24][C:23]=2[F:40])[CH2:16][CH2:17][CH2:18][CH2:19][CH2:20]1 |f:0.1,4.5|. Procedure details: 169 mg of sodium triacetoxyborohydride was added to a mixed solution 10 ml of 1,2-dichloroethane and 0.05 ml of acetic acid of 142 mg 7-(cyclohexylamino)-1-cyclopentyl-6-fluoro-4-oxo-1,4-dihydroquinoline-3-carbaldehyde and 66 mg of 4-aminophenol, followed by stirring for 24 hours. Aqueous saturated sodium hydrogen carbonate was added thereto, followed by extraction with chloroform. After drying over anhydrous sodium sulfate and subsequent filtration, concentration under a reduced pressure was ca... Reactants: BrCCOCC1=CC=CC=C1 ([(2-bromoethoxy)methyl]benzene), S(=O)(=O)([O-])[O-].[Na+].[Na+] (sodium sulfate), Cl (hydrochloric acid). The solvent is O (water), C(C)O (ethanol). Yields the product C(C1=CC=CC=C1)OCCS(=O)(=O)O (2-(benzyloxy)ethanesulfonic acid). Yield: 75.8%. Reaction SMILES: Br[CH2:2][CH2:3][O:4][CH2:5][C:6]1[CH:11]=[CH:10][CH:9]=[CH:8][CH:7]=1.[S:12]([O-])([O-:15])(=[O:14])=[O:13].[Na+].[Na+].Cl>O.C(O)C>[CH2:5]([O:4][CH2:3][CH2:2][S:12]([OH:15])(=[O:14])=[O:13])[C:6]1[CH:11]=[CH:10][CH:9]=[CH:8][CH:7]=1 |f:1.2.3|. Reported procedure: A mixture of [(2-bromoethoxy)methyl]benzene (6.0 g) and sodium sulfate (3.9 g) in water (12 ml) and ethanol (36 ml) was refluxed overnight. The mixture was acidified with conc. hydrochloric acid under ice-cooling. The mixture was evaporated under reduced pressure. The residue was suspended in dichloromethane/methanol (4/1) and filtered off through Celite pad. The filtrate was evaporated to give 2-(benzyloxy)ethanesulfonic acid (4.5 g). Reactants: N(=C=S)C1=CC=C(OC2=NC=CC=C2C)C=C1 (2-(4-isothiocyanatophenoxy)-3-methylpyridine), NC1=C(C=CC=C1)O (2-aminophenol), C1(CCCCC1)N=C=NC1CCCCC1 (N,N′-dicyclohexylcarbodiimide). Solvent: C1CCOC1 (THF). Run at temperature 75 celsius. The product is CC=1C(=NC=CC1)OC1=CC=C(C=C1)NC=1OC2=C(N1)C=CC=C2 (N-(4-(3-methylpyridin-2-yloxy)phenyl)benzo[d]oxazol-2-amine). As a reaction SMILES: [N:1]([C:4]1[CH:17]=[CH:16][C:7]([O:8][C:9]2[C:14]([CH3:15])=[CH:13][CH:12]=[CH:11][N:10]=2)=[CH:6][CH:5]=1)=[C:2]=S.[NH2:18][C:19]1[CH:24]=[CH:23][CH:22]=[CH:21][C:20]=1[OH:25].C1(N=C=NC2CCCCC2)CCCCC1>C1COCC1>[CH3:15][C:14]1[C:9]([O:8][C:7]2[CH:16]=[CH:17][C:4]([NH:1][C:2]3[O:25][C:20]4[CH:21]=[CH:22][CH:23]=[CH:24][C:19]=4[N:18]=3)=[CH:5][CH:6]=2)=[N:10][CH:11]=[CH:12][CH:13]=1. Procedure: The mixture of 2-(4-isothiocyanatophenoxy)-3-methylpyridine (136 mg, 0.56 mmol), 2-aminophenol (74 mg, 0.67 mmol), and N,N′-dicyclohexylcarbodiimide (174 mg, 0.84 mmol) in THF (5 mL) was heated at 75° C. for 16 h. The solvent was evaporated and the crude product was chromatographed through a Redi-Sep® pre-packed silica gel column (40 g), eluting with a gradient of 0% to 30% EtOAc in hexane, to provide N-(4-(3-methylpyridin-2-yloxy)phenyl)benzo[d]oxazol-2-amine as white solid. MS (ESI, pos. ion) ...